From a dataset of the Open Reaction Database (ORD), a public repository of structured organic reaction records. describe an organic reaction: reactants, conditions, products, and yield Reactants: N1(CCNCC1)C1=C(C#N)C=CC=N1 (2-(piperazin-1-yl)nicotinonitrile), ClC1=NC=2N(C(=C1)NC1CC1)N=CC2C=O (5-chloro-7-(cyclopropylamino)pyrazolo[1,5-a]pyrimidine-3-carbaldehyde), C([O-])([O-])=O.[K+].[K+] (potassium carbonate). Run in CN(C)C=O (DMF). Conditions: temperature 95 celsius. The product is C1(CC1)NC1=CC(=NC=2N1N=CC2C=O)N2CCN(CC2)C2=C(C#N)C=CC=N2 (2-(4-(7-(cyclopropylamino)-3-formylpyrazolo[1,5-a]pyrimidin-5-yl)piperazin-1-yl)nicotinonitrile). The yield is 35.0%. Reaction SMILES: [N:1]1([C:7]2[N:14]=[CH:13][CH:12]=[CH:11][C:8]=2[C:9]#[N:10])[CH2:6][CH2:5][NH:4][CH2:3][CH2:2]1.Cl[C:16]1[CH:21]=[C:20]([NH:22][CH:23]2[CH2:25][CH2:24]2)[N:19]2[N:26]=[CH:27][C:28]([CH:29]=[O:30])=[C:18]2[N:17]=1.C(=O)([O-])[O-].[K+].[K+]>CN(C=O)C>[CH:23]1([NH:22][C:20]2[N:19]3[N:26]=[CH:27][C:28]([CH:29]=[O:30])=[C:18]3[N:17]=[C:16]([N:4]3[CH2:3][CH2:2][N:1]([C:7]4[N:14]=[CH:13][CH:12]=[CH:11][C:8]=4[C:9]#[N:10])[CH2:6][CH2:5]3)[CH:21]=2)[CH2:24][CH2:25]1 |f:2.3.4|. Procedure details: In a reaction flask, 2-(piperazin-1-yl)nicotinonitrile (22 mg, 0.11 mmol) was mixed with 5-chloro-7-(cyclopropylamino)pyrazolo[1,5-a]pyrimidine-3-carbaldehyde (27 mg, 0.11 mmol) in DMF (0.5 mL) along with potassium carbonate (32 mg, 0.23 mmol). The reaction was heated at 95° C. for 12 hours then partitioned between water and ethyl acetate. The organic layer was washed with water then saturated NaCl solution. The ethyl acetate layer was isolated, dried of anhydrous sodium sulfate, filtered, and e... Reactants: C(C)(C)(C)OC(=O)N1CCC(CC1)C1CC=2C(=CN=C(C2)Cl)O1 (4-(5-chloro-2,3-dihydro-furo[2,3-c]pyridin-2-yl)-piperidine-1-carboxylic acid tert-butyl ester), NS(=O)(=O)C1=CC=C(C=C1)B(O)O (4-(aminosulfonyl)phenylboronic acid). Product: C(C)(C)(C)OC(=O)N1CCC(CC1)C1CC=2C(=CN=C(C2)C2=CC=C(C=C2)S(N)(=O)=O)O1 (4-[5-(4-Sulfamoyl-phenyl)-2,3-dihydro-furo[2,3-c]pyridin-2-yl]-piperidine-1-carboxylic acid tert-butyl ester). As a reaction SMILES: [C:1]([O:5][C:6]([N:8]1[CH2:13][CH2:12][CH:11]([CH:14]2[O:23][C:17]3=[CH:18][N:19]=[C:20](Cl)[CH:21]=[C:16]3[CH2:15]2)[CH2:10][CH2:9]1)=[O:7])([CH3:4])([CH3:3])[CH3:2].[NH2:24][S:25]([C:28]1[CH:33]=[CH:32][C:31](B(O)O)=[CH:30][CH:29]=1)(=[O:27])=[O:26]>>[C:1]([O:5][C:6]([N:8]1[CH2:13][CH2:12][CH:11]([CH:14]2[O:23][C:17]3=[CH:18][N:19]=[C:20]([C:31]4[CH:32]=[CH:33][C:28]([S:25](=[O:27])(=[O:26])[NH2:24])=[CH:29][CH:30]=4)[CH:21]=[C:16]3[CH2:15]2)[CH2:10][CH2:9]1)=[O:7])([CH3:4])([CH3:3])[CH3:2]. Procedure details: The title compound is prepared from 4-(5-chloro-2,3-dihydro-furo[2,3-c]pyridin-2-yl)-piperidine-1-carboxylic acid tert-butyl ester and 4-(aminosulfonyl)phenylboronic acid following a procedure analogous to that described in Example 28. LC (method 7): tR=1.24 min; Mass spectrum (ESI+): m/z=460 [M+H]+. The reactants are N1=C(C=NC=C1)N1N=C(C=2C[C@H]3[C@@H](C12)C3)C(=O)O ((1aS,5aS)-2-(Pyrazin-2-yl)-1a,2,5,5a-tetrahydro-1H-2,3-diaza-cyclopropa[a]pentalene-4-carboxylic Acid), Cl.FC(C1(CCC1)N)(F)F (1-(trifluoromethyl)cyclobutanamine hydrochloride). The product is FC(C1(CCC1)NC(=O)C=1C=2C[C@H]3[C@@H](C2N(N1)C1=NC=CN=C1)C3)(F)F ((1aS,5aS)-2-Pyrazin-2-yl-1a,2,5,5a-tetrahydro-1H-2,3-diaza-cyclopropa[a]pentalene-4-carboxylic Acid (1-Trifluoromethyl-cyclobutyl)-amide). As a reaction SMILES: [N:1]1[CH:6]=[CH:5][N:4]=[CH:3][C:2]=1[N:7]1[C:14]2[C@H:13]3[CH2:15][C@H:12]3[CH2:11][C:10]=2[C:9]([C:16]([OH:18])=O)=[N:8]1.Cl.[F:20][C:21]([F:28])([F:27])[C:22]1([NH2:26])[CH2:25][CH2:24][CH2:23]1>>[F:20][C:21]([F:28])([F:27])[C:22]1([NH:26][C:16]([C:9]2[C:10]3[CH2:11][C@@H:12]4[CH2:15][C@@H:13]4[C:14]=3[N:7]([C:2]3[CH:3]=[N:4][CH:5]=[CH:6][N:1]=3)[N:8]=2)=[O:18])[CH2:25][CH2:24][CH2:23]1 |f:1.2|. Reported procedure: The title compound was prepared in a manner similar to that described in Method UU using Intermediate 4 and 1-(trifluoromethyl)cyclobutanamine hydrochloride. LCMS m/z=364.4 [M+H]+; 1H NMR (400 MHz, CDCl3) δ 0.47 (td, J=4.6, 3.2 Hz, 1H), 1.23-1.29 (m, 1H), 2.04-2.14 (m, 2H), 2.27-2.33 (m, 1H), 2.64-2.70 (m, 4H), 2.74-2.80 (m, 1H), 2.93 (d, J=16.9. Hz, 1H), 3.02 (dd, J=16.6 and 6.2 Hz, 1H), 6.99 (s, 1H), 8.42 (dd, J=2.5 and 1.5 Hz, 1H), 8.52 (d, J=2.5 Hz, 1H), 9.26 (d, J=1.4 Hz, 1H). The reactants are CC(C)(C)ON=O, N#Cc1nn(-c2c(Cl)cc(C(F)(F)F)cc2Cl)c(N)c1-c1ccoc1Cl, C1CCOC1. Yields the product N#Cc1nn(-c2c(Cl)cc(C(F)(F)F)cc2Cl)cc1-c1ccoc1Cl. Reaction SMILES: [N:27]([O:28][C:29]([CH3:30])([CH3:31])[CH3:32])=[O:33].[NH2:1][c:2]1[c:3](-[c:21]2[c:22]([Cl:26])[o:23][cH:24][cH:25]2)[c:4]([C:19]#[N:20])[n:5][n:6]1-[c:7]1[c:8]([Cl:18])[cH:9][c:10]([C:14]([F:15])([F:16])[F:17])[cH:11][c:12]1[Cl:13].[O:34]1[CH2:35][CH2:36][CH2:37][CH2:38]1>>[cH:2]1[c:3](-[c:21]2[c:22]([Cl:26])[o:23][cH:24][cH:25]2)[c:4]([C:19]#[N:20])[n:5][n:6]1-[c:7]1[c:8]([Cl:18])[cH:9][c:10]([C:14]([F:15])([F:16])[F:17])[cH:11][c:12]1[Cl:13]. The reactants are C(CCC)N=C=O (n-butyl isocyanate), N12CCN(CC1)CC2 (1,4-diazabicyclo[2,2,2]-octane), C1(=C(C=CC=C1)S(=O)(=O)N)C1=CC=CC=C1 (2-biphenylylsulfonamide), C(=O)(Cl)Cl (phosgene), C(=O)(Cl)Cl (phosgene), C(=O)(Cl)Cl (phosgene). The solvent is ClC1=CC=CC=C1 (chlorobenzene). Reaction conditions: time 2 hour. The product is C1(=C(C=CC=C1)S(=O)(=O)N=C=O)C1=CC=CC=C1 (2-biphenylylsulfonylisocyanate). Reaction SMILES: [C:1]1([C:11]2[CH:16]=[CH:15][CH:14]=[CH:13][CH:12]=2)[CH:6]=[CH:5][CH:4]=[CH:3][C:2]=1[S:7]([NH2:10])(=[O:9])=[O:8].C(N=[C:22]=[O:23])CCC.N12CCN(CC1)CC2.C(Cl)(Cl)=O>ClC1C=CC=CC=1>[C:1]1([C:11]2[CH:12]=[CH:13][CH:14]=[CH:15][CH:16]=2)[CH:6]=[CH:5][CH:4]=[CH:3][C:2]=1[S:7]([N:10]=[C:22]=[O:23])(=[O:9])=[O:8]. Reported procedure: 23.3 g of 2-biphenylylsulfonamide, 10.9. g of n-butyl isocyanate, a catalytic amount of 1,4-diazabicyclo[2,2,2]-octane and 180 ml of chlorobenzene were refluxed with stirring for 2 hours. Then, phosgene in a slight excess of the theroretical amount was blown through the reaction mixture over 2 hours while maintaining the internal temperature at 115°-120° C. At this time, any unreacted phosgene escaping from the reaction system was trapped in a dry ice trap and returned to the reactor. After addi... Starting materials: C(=O)([O-])[O-].[K+].[K+] (K2CO3), ClCCl (dichloromethane), FC(C=1C=C(C=C(C1)C(F)(F)F)B(O)O)(F)F (3,5-bis(trifluoromethyl)phenylboronic acid), BrC1=CC=CC(=N1)C=O (6-bromopicolinaldehyde). Reagents/catalysts: C1=CC=C(C=C1)P([C-]2C=CC=C2)C3=CC=CC=C3.C1=CC=C(C=C1)P([C-]2C=CC=C2)C3=CC=CC=C3.Cl[Pd]Cl.[Fe+2] (Pd(dppf)Cl2). The solvent is O (water), O (water), COCCOC (1,2-dimethoxyethane), C(C)(=O)OCC.CCCCCC (ethyl acetate hexane). Product: FC(C=1C=C(C=C(C1)C(F)(F)F)C1=CC=CC(=N1)C=O)(F)F (6-(3,5-bis(trifluoromethyl)phenyl)picolinaldehyde). Isolated yield 48.8%. As a reaction SMILES: [F:1][C:2]([F:17])([F:16])[C:3]1[CH:4]=[C:5](B(O)O)[CH:6]=[C:7]([C:9]([F:12])([F:11])[F:10])[CH:8]=1.Br[C:19]1[N:24]=[C:23]([CH:25]=[O:26])[CH:22]=[CH:21][CH:20]=1.C([O-])([O-])=O.[K+].[K+].ClCCl>COCCOC.O.C1C=CC(P(C2C=CC=CC=2)[C-]2C=CC=C2)=CC=1.C1C=CC(P(C2C=CC=CC=2)[C-]2C=CC=C2)=CC=1.Cl[Pd]Cl.[Fe+2].C(OCC)(=O)C.CCCCCC>[F:1][C:2]([F:17])([F:16])[C:3]1[CH:4]=[C:5]([C:19]2[N:24]=[C:23]([CH:25]=[O:26])[CH:22]=[CH:21][CH:20]=2)[CH:6]=[C:7]([C:9]([F:12])([F:11])[F:10])[CH:8]=1 |f:2.3.4,8.9.10.11,12.13|. Procedure: In a 35 mL, microwave vial, 3,5-bis(trifluoromethyl)phenylboronic acid (2.0 g, 7.7 mmol) and 6-bromopicolinaldehyde (1a) (1.44 g, 7.7 mmol) dissolved in 1,2-dimethoxyethane (20 mL) was treated with a solution of K2CO3 (3.22 g, 23.3 mmol) in water at room temperature. Pd(dppf)Cl2.dichloromethane was added to reaction mass and charged in microwave for 30 min at 90° C. The progress of the reaction was monitored by TLC analysis on silica gel with ethyl acetate:hexane (3:7) as mobile phase. Reaction ...